Dataset: the Open Reaction Database (ORD), a public repository of structured organic reaction records. Task: describe an organic reaction: reactants, conditions, products, and yield The reactants are ClC1=CC=C(OC(C(=O)OCC)CC2=CC=C(C=C2)OCCNC(C2=CC=C(C=C2)C2=NC=CC=C2)=O)C=C1 (ethyl 2-(4-chlorophenoxy)-3-[4-[2-(4-pyridine-2-ylbenzoylamino)ethoxy]phenyl]propionate), product, [OH-].[Na+] (sodium hydroxide). Yields the product ClC1=CC=C(OC(C(=O)O)CC2=CC=C(C=C2)OCCNC(C2=CC=C(C=C2)C2=NC=CC=C2)=O)C=C1 (2-(4-Chlorophenoxy)-3-[4-[2-(4-pyridine-2-ylbenzoylamino)ethoxy]phenyl]propionic acid). Isolated yield 92.6%. As a reaction SMILES: [Cl:1][C:2]1[CH:39]=[CH:38][C:5]([O:6][CH:7]([CH2:13][C:14]2[CH:19]=[CH:18][C:17]([O:20][CH2:21][CH2:22][NH:23][C:24](=[O:37])[C:25]3[CH:30]=[CH:29][C:28]([C:31]4[CH:36]=[CH:35][CH:34]=[CH:33][N:32]=4)=[CH:27][CH:26]=3)=[CH:16][CH:15]=2)[C:8]([O:10]CC)=[O:9])=[CH:4][CH:3]=1.[OH-].[Na+]>>[Cl:1][C:2]1[CH:3]=[CH:4][C:5]([O:6][CH:7]([CH2:13][C:14]2[CH:15]=[CH:16][C:17]([O:20][CH2:21][CH2:22][NH:23][C:24](=[O:37])[C:25]3[CH:30]=[CH:29][C:28]([C:31]4[CH:36]=[CH:35][CH:34]=[CH:33][N:32]=4)=[CH:27][CH:26]=3)=[CH:18][CH:19]=2)[C:8]([OH:10])=[O:9])=[CH:38][CH:39]=1 |f:1.2|. Reported procedure: In a similar manner to that described in Example 2, ethyl 2-(4-chlorophenoxy)-3-[4-[2-(4-pyridine-2-ylbenzoylamino)ethoxy]phenyl]propionate (950 mg), which is the product of Example 120, was reacted with aqueous sodium hydroxide solution (1N, 3.49 ml) and the reaction mixture was treated to give the title compound (834 mg) as colorless crystals. Product: COc1ccc2c(C)cc(=O)n(CCN3CCC(N(CC(=O)Nc4ccccn4)C(=O)OC(C)(C)C)CC3)c2c1. The reactants are CC(C)(C)OC(=O)N(CC(=O)Nc1ccccn1)C1CCNCC1, CC(=O)O[BH-](OC(C)=O)OC(C)=O, O=C([O-])O, COc1ccc2c(C)cc(=O)n(CC=O)c2c1, CC(=O)O, ClC(Cl)Cl, ClCCl, [Na+], [Na+]. Reaction SMILES: [C:18]([CH3:19])([CH3:20])([CH3:21])[O:22][C:23]([N:24]([CH:25]1[CH2:26][CH2:27][NH:28][CH2:29][CH2:30]1)[CH2:31][C:32]([NH:33][c:34]1[n:35][cH:36][cH:37][cH:38][cH:39]1)=[O:40])=[O:41].[C:42]([O:43][BH-:44]([O:45][C:46](=[O:47])[CH3:48])[O:49][C:50](=[O:51])[CH3:52])(=[O:53])[CH3:54].[C:56](=[O:57])([O-:58])[OH:59].[CH3:1][O:2][c:3]1[cH:4][cH:5][c:6]2[c:7]([CH3:17])[cH:8][c:9](=[O:16])[n:10]([CH2:13][CH:14]=[O:15])[c:11]2[cH:12]1.[CH3:65][C:66](=[O:67])[OH:68].[CH:61]([Cl:62])([Cl:63])[Cl:64].[Cl:69][CH2:70][Cl:71].[Na+:55].[Na+:60]>>[CH3:1][O:2][c:3]1[cH:4][cH:5][c:6]2[c:7]([CH3:17])[cH:8][c:9](=[O:16])[n:10]([CH2:13][CH2:14][N:28]3[CH2:27][CH2:26][CH:25]([N:24]([C:23]([O:22][C:18]([CH3:19])([CH3:20])[CH3:21])=[O:41])[CH2:31][C:32]([NH:33][c:34]4[n:35][cH:36][cH:37][cH:38][cH:39]4)=[O:40])[CH2:30][CH2:29]3)[c:11]2[cH:12]1. Reactants: NC1=CC(N(C(=N1)SC)CC1=CC=CC=C1)=O (6-amino-3-(phenylmethyl)-2-methylthiopyrimidin-4(3H)-one), [OH-].[Na+] (NaOH). Product: NC1=CC(N(C(N1)=O)CC1=CC=CC=C1)=O (6-Amino-3-(phenylmethyl)pyrimidine-2,4-dione). As a reaction SMILES: [NH2:1][C:2]1[N:7]=[C:6](SC)[N:5]([CH2:10][C:11]2[CH:16]=[CH:15][CH:14]=[CH:13][CH:12]=2)[C:4](=[O:17])[CH:3]=1.[OH-:18].[Na+]>>[NH2:1][C:2]1[NH:7][C:6](=[O:18])[N:5]([CH2:10][C:11]2[CH:16]=[CH:15][CH:14]=[CH:13][CH:12]=2)[C:4](=[O:17])[CH:3]=1 |f:1.2|. Procedure details: Reflux 6-amino-3-(phenylmethyl)-2-methylthiopyrimidin-4(3H)-one (2.5 g=10 mmol) in 40 ml 10% aqueous NaOH for four hours. Cool, acidify the solution and collect the precipitate. Water wash and dry to give the title compound, a white solid, EI MS: M+=217. Starting materials: C(C)(C)(C)[Si](OCC(=C)C1=CC=CC=C1)(C)C (tert-butyl-dimethyl-(2-phenyl-allyloxy)-silane), [F-].C(CCC)[N+](CCCC)(CCCC)CCCC (tetrabutylammonium fluoride). Run in O1CCCC1 (tetrahydrofuran), O1CCCC1 (tetrahydrofuran). Run at time 20 minute. Yields the product C1(=CC=CC=C1)C(CO)=C (2-Phenyl-prop-2-en-1-ol). Yield: 99.8%. As a reaction SMILES: C([Si](C)(C)[O:6][CH2:7][C:8]([C:10]1[CH:15]=[CH:14][CH:13]=[CH:12][CH:11]=1)=[CH2:9])(C)(C)C.[F-].C([N+](CCCC)(CCCC)CCCC)CCC>O1CCCC1>[C:10]1([C:8](=[CH2:9])[CH2:7][OH:6])[CH:15]=[CH:14][CH:13]=[CH:12][CH:11]=1 |f:1.2|. Procedure details: To a well stirred solution of tert-butyl-dimethyl-(2-phenyl-allyloxy)-silane (1.3 g, 5.23 mmol) in tetrahydrofuran (10 mL) is slowly added a solution of a 1 N tetrabutylammonium fluoride in tetrahydrofuran (10.5 mL, 10.5 mmol). The reaction is allowed to stir for 20 min, quenched by the addition of a saturated aqueous solution of ammonium chloride and extracted several times with ethyl acetate The organic layers are combined, washed with water, brine, dried over magnesium sulfate, filtered and c... The solvent is ClCCl (dichloromethane), ClCCl (dichloromethane). Run at time 6 hour. Yields the product Cl.C1(CCCCC1)CN1C=C(C2=CC=CC(=C12)OC)C(=O)N1C(C(NC(C1C)C)C)C (1-{[1-(Cyclohexylmethyl)-7-methoxy-1H-indol-3-yl]carbonyl}-2,3,5,6-tetramethylpiperazine, hydrochloride salt). Starting materials: C(C)(C)N(CC)C(C)C (diisopropylethylamine), CC1NC(C(NC1C)C)C (2,3,5,6-tetramethylpiperazine), C1(CCCCC1)CN1C=C(C2=CC=CC(=C12)OC)C(=O)Cl (1-(cyclohexylmethyl)-7-methoxyindole-3-carbonyl chloride). Procedure details: To a solution of diisopropylethylamine (0.83 ml, 4.90 mmol) and 2,3,5,6-tetramethylpiperazine (0.35 g, 2.45 mmol) in dichloromethane (5 ml) was added a solution of 1-(cyclohexylmethyl)-7-methoxyindole-3-carbonyl chloride (0.33 g, 1.08 mmol, prepared following the method in Example 1) in dichloromethane (5 ml). The mixture was stirred at room temperature for 6 h, evaporated under reduced pressure and the residue purified by flash chromatography eluting with 5-10% (v/v) methanol in dichloromethane... RXN SMILES: C(N(C(C)C)CC)(C)C.[CH3:10][CH:11]1[CH:16]([CH3:17])[NH:15][CH:14]([CH3:18])[CH:13]([CH3:19])[NH:12]1.[CH:20]1([CH2:26][N:27]2[C:35]3[C:30](=[CH:31][CH:32]=[CH:33][C:34]=3[O:36][CH3:37])[C:29]([C:38]([Cl:40])=[O:39])=[CH:28]2)[CH2:25][CH2:24][CH2:23][CH2:22][CH2:21]1>ClCCl>[ClH:40].[CH:20]1([CH2:26][N:27]2[C:35]3[C:30](=[CH:31][CH:32]=[CH:33][C:34]=3[O:36][CH3:37])[C:29]([C:38]([N:12]3[CH:13]([CH3:19])[CH:14]([CH3:18])[NH:15][CH:16]([CH3:17])[CH:11]3[CH3:10])=[O:39])=[CH:28]2)[CH2:21][CH2:22][CH2:23][CH2:24][CH2:25]1 |f:4.5|. Reactants: NC=1N=CC2=C(N1)CCN(C2)C=2C(NC=CC2C)=O (3-(2-amino-7,8-dihydropyrido[4,3-d]pyrimidin-6(5H)-yl)-4-methylpyridin-2(1H)-one), IC1=CC(=CC=C1)C (1-iodo-3-methylbenzene), CNCCNC (N1,N2-dimethylethane-1,2-diamine), P(=O)([O-])([O-])[O-].[K+].[K+].[K+] (potassium phosphate). Reagents/catalysts: [Cu](I)I (copper iodide). The solvent is CN1C(CCC1)=O (N-methylpyrrolidone). Reaction conditions: temperature 70 celsius, time 17 hour. The product is NC=1N=CC2=C(N1)CCN(C2)C2C(N(CC=C2C)C=2C=C(C=CC2)C)=O (3-(2-amino-7,8-dihydropyrido[4,3-d]pyrimidin-6(5H)-yl)-4-methyl-1-(m-tolyl)-1,6-dihydropyridin-2(3H)-one). Yield: 47.7%. Reaction SMILES: [NH2:1][C:2]1[N:3]=[CH:4][C:5]2[CH2:11][N:10]([C:12]3[C:13](=[O:19])[NH:14][CH:15]=[CH:16][C:17]=3[CH3:18])[CH2:9][CH2:8][C:6]=2[N:7]=1.I[C:21]1[CH:26]=[CH:25][CH:24]=[C:23]([CH3:27])[CH:22]=1.CNCCNC.P([O-])([O-])([O-])=O.[K+].[K+].[K+]>CN1CCCC1=O.[Cu](I)I>[NH2:1][C:2]1[N:3]=[CH:4][C:5]2[CH2:11][N:10]([CH:12]3[C:17]([CH3:18])=[CH:16][CH2:15][N:14]([C:21]4[CH:22]=[C:23]([CH3:27])[CH:24]=[CH:25][CH:26]=4)[C:13]3=[O:19])[CH2:9][CH2:8][C:6]=2[N:7]=1 |f:3.4.5.6|. Procedure: A degassed solution of 3-(2-amino-7,8-dihydropyrido[4,3-d]pyrimidin-6(5H)-yl)-4-methylpyridin-2(1H)-one (24 mg, 0.096 mmol), 1-iodo-3-methylbenzene (20 mg, 0.097 mmol), N1,N2-dimethylethane-1,2-diamine (5 mg, 0.049 mmol), copper iodide (5 mg, 0.022 mmol), and potassium phosphate (44 mg, 0.199 mmol) in 2 mL of N-methylpyrrolidone was heated to 70° C. After allowing the reaction to stir overnight (17 h) at 70° C., the reaction was complete and allowed to cool to room temperature. The reaction was ...